Dataset: the Open Reaction Database (ORD), a public repository of structured organic reaction records. Task: describe an organic reaction: reactants, conditions, products, and yield Starting materials: C(C)C1=CC=C(C(=O)OC)C=C1 (methyl 4-ethylbenzoate), BrN1C(CCC1=O)=O (N-bromosuccinimide). The reagents and catalysts are C1=CC=CC=C1C(=O)OOOC(C1=CC=CC=C1)=O (perbenzoic anhydride). Solvent: C(Cl)(Cl)(Cl)Cl (carbon tetrachloride). Reaction conditions: time 30 minute. The product is BrC(C)C1=CC=C(C(=O)OC)C=C1 (methyl 4-(α-bromoethyl)benzoate). The yield is 109.2%. As a reaction SMILES: [CH2:1]([C:3]1[CH:12]=[CH:11][C:6]([C:7]([O:9][CH3:10])=[O:8])=[CH:5][CH:4]=1)[CH3:2].[Br:13]N1C(=O)CCC1=O>C(Cl)(Cl)(Cl)Cl.C1C(C(OOOC(=O)C2C=CC=CC=2)=O)=CC=CC=1>[Br:13][CH:1]([C:3]1[CH:12]=[CH:11][C:6]([C:7]([O:9][CH3:10])=[O:8])=[CH:5][CH:4]=1)[CH3:2]. Reported procedure: To a solution of methyl 4-ethylbenzoate (5.12 g) in carbon tetrachloride (50 ml) were added perbenzoic anhydride (0.20 g) and N-bromosuccinimide (6.07 g) in turn, and the mixture was heated and refluxed. After 30 minutes, the mixture was allowed to cool, and the precipitate was separated by filtration, and washed with carbon tetrachloride. The filtrate and the washings were combined, and concentrated under reduced pressure to give the title compound (8.28 g) Reactants: C(CCC)N1C(C(=C(C=C1)C1=CC=C(C=C1)C1(CCOCC1)COC1OCCCC1)Cl)=O (1-Butyl-3-chloro-4-{4-[4-(tetrahydropyran-2-yloxymethyl)-tetrahydropyran-4-yl]-phenyl}-1H-pyridin-2-one), C1(=CC=C(C=C1)S(=O)(=O)O)C (p-toluenesulfonic acid). The solvent is CO (methanol). The product is C(CCC)N1C(C(=C(C=C1)C1=CC=C(C=C1)C1(CCOCC1)CO)Cl)=O (1-Butyl-3-chloro-4-[4-(4-hydroxymethyl-tetrahydropyran-4-yl)-phenyl]-1H-pyridin-2-one). Isolated yield 60.5%. As a reaction SMILES: [CH2:1]([N:5]1[CH:10]=[CH:9][C:8]([C:11]2[CH:16]=[CH:15][C:14]([C:17]3([CH2:23][O:24]C4CCCCO4)[CH2:22][CH2:21][O:20][CH2:19][CH2:18]3)=[CH:13][CH:12]=2)=[C:7]([Cl:31])[C:6]1=[O:32])[CH2:2][CH2:3][CH3:4].C1(C)C=CC(S(O)(=O)=O)=CC=1>CO>[CH2:1]([N:5]1[CH:10]=[CH:9][C:8]([C:11]2[CH:16]=[CH:15][C:14]([C:17]3([CH2:23][OH:24])[CH2:22][CH2:21][O:20][CH2:19][CH2:18]3)=[CH:13][CH:12]=2)=[C:7]([Cl:31])[C:6]1=[O:32])[CH2:2][CH2:3][CH3:4]. Procedure: A mixture of compound E2 (0.10 g, 0.22 mmol) and a catalytic amount of p-toluenesulfonic acid in methanol (10 ml) was stirred at room temperature for 1 hour. The solvent was evaporated in vacuo and the resulting residue was taken up with DCM, washed with an aqueous saturated solution of NaHCO3, the combined organic extracts were dried (Na2SO4) and the solvent was evaporated in vacuo. The crude residue was purified by column chromatography (silica gel; 0-30% EtOAc/DCM as eluent). The desired frac... The reactants are Nc1cccc(Br)c1, CN(C)C(=N)N(C)C, CN(C)C=O, C#CC(C)(C)O, ClCCl, Cl[Cu], O, Cl[Pd]Cl, c1ccc(P(c2ccccc2)c2ccccc2)cc1. The product is CC(C)(O)C#Cc1cccc(N)c1. As a reaction SMILES: [Br:1][c:2]1[cH:3][c:4]([NH2:5])[cH:6][cH:7][cH:8]1.[CH3:15][N:16]([CH3:17])[C:18]([N:19]([CH3:20])[CH3:21])=[NH:22].[CH3:51][N:52]([CH3:53])[CH:54]=[O:55].[CH3:9][C:10]([CH3:11])([C:12]#[CH:13])[OH:14].[Cl:47][CH2:48][Cl:49].[Cu:42][Cl:43].[OH2:50].[Pd:44]([Cl:45])[Cl:46].[c:23]1([P:24]([c:25]2[cH:26][cH:27][cH:28][cH:29][cH:30]2)[c:31]2[cH:32][cH:33][cH:34][cH:35][cH:36]2)[cH:37][cH:38][cH:39][cH:40][cH:41]1>>[c:2]1([C:13]#[C:12][C:10]([CH3:9])([CH3:11])[OH:14])[cH:3][c:4]([NH2:5])[cH:6][cH:7][cH:8]1. Starting materials: O=C([O-])[O-], CCOC(=O)OC1=C(c2ccccc2)C(CCC(=O)O)OC1=O, CO, Cl, [K+], [K+], O. Yields the product O=C(O)CCC1OC(=O)C(O)=C1c1ccccc1. Reaction SMILES: [C:24](=[O:25])([O-:26])[O-:27].[CH2:1]([O:2][C:3](=[O:4])[O:6][C:7]1=[C:8]([c:18]2[cH:19][cH:20][cH:21][cH:22][cH:23]2)[CH:9]([CH2:13][CH2:14][C:15](=[O:16])[OH:17])[O:10][C:11]1=[O:12])[CH3:5].[CH3:32][OH:33].[ClH:31].[K+:28].[K+:29].[OH2:30]>>[OH:6][C:7]1=[C:8]([c:18]2[cH:19][cH:20][cH:21][cH:22][cH:23]2)[CH:9]([CH2:13][CH2:14][C:15](=[O:16])[OH:17])[O:10][C:11]1=[O:12]. The reactants are Cl.C(#N)CC(OC(C)C)=N (isopropyl cyanoacetimidate hydrochloride), N#CN (cyanamide). Yields the product C(#N)N=C(CC#N)OC(C)C (isopropyl N-cyanocyanoacetimidate). Yield: 68.5%. RXN SMILES: Cl.[C:2]([CH2:4][C:5](=[NH:10])[O:6][CH:7]([CH3:9])[CH3:8])#[N:3].[N:11]#[C:12]N>>[C:12]([N:10]=[C:5]([O:6][CH:7]([CH3:9])[CH3:8])[CH2:4][C:2]#[N:3])#[N:11] |f:0.1|. Reported procedure: 3.25 g of isopropyl cyanoacetimidate hydrochloride and 1.26 g of cyanamide were treated with the same manner as in Example 1 and 2.07 g of isopropyl N-cyanocyanoacetimidate was obtained (yield 68.5%) mp 66.5°C. Analysis calculated for C7H9N3O (%) C 55.62, H 6.00, N 27.80, found C 55.41, H 5.91, N 27.66. Starting materials: compound, SC1=NN=CN1C (3-mercapto-4-methyl-1,2,4-triazole), ClC1=NC=NC2=CC=C(C=C12)I (4-chloro-6-iodo-quinazoline), N1=C(SC2=NC=CC=C21)N (thiazolo[5,4-b]pyridin-2-yl-amine). The product is CN1C(=NN=C1)SC=1C=C2C(=NC=NC2=CC1)NC=1SC2=NC=CC=C2N1 ([6-(4-Methyl-4H-[1,2,4]triazol-3-ylsulfanyl)-quinazolin-4-yl]-thiazolo[5,4-b]pyridin-2-yl-amine). RXN SMILES: Cl[C:2]1[C:11]2[C:6](=[CH:7][CH:8]=[C:9](I)[CH:10]=2)[N:5]=[CH:4][N:3]=1.[N:13]1[C:21]2[C:16](=[N:17][CH:18]=[CH:19][CH:20]=2)[S:15][C:14]=1[NH2:22].[SH:23][C:24]1[N:28]([CH3:29])[CH:27]=[N:26][N:25]=1>>[CH3:29][N:28]1[CH:27]=[N:26][N:25]=[C:24]1[S:23][C:9]1[CH:10]=[C:11]2[C:6](=[CH:7][CH:8]=1)[N:5]=[CH:4][N:3]=[C:2]2[NH:22][C:14]1[S:15][C:16]2[C:21]([N:13]=1)=[CH:20][CH:19]=[CH:18][N:17]=2. Procedure details: The compound of Example 6 was manufactured by the same method as in Example 1, by a similar method thereto or by a combination of such a method with a conventional method using 4-chloro-6-iodo-quinazoline, thiazolo[5,4-b]pyridin-2-yl-amine and 3-mercapto-4-methyl-1,2,4-triazole. Reactants: C(C)OC(C(C=C(CP(=O)(OC(C)C)OC(C)C)C1CCN(CC1)C(C)=O)NC=O)=O (4-(1-acetylpiperidin-4-yl)-5-diisopropylphosphono-2-formylamino-pent-3-enoic acid ethyl ester), C(C)O (ethanol). Run in ClCCl (dichloromethane). Run at time 18 hour. Yields the product C(C)OC(C(C=C(CP(=O)(O)O)C1CCN(CC1)C(C)=O)N)=O (2-amino-4-(1-acetylpiperidin-4-yl)-5-phosphono-pent-3-enoic acid ethyl ester). As a reaction SMILES: [CH2:1]([O:3][C:4](=[O:31])[CH:5]([NH:28]C=O)[CH:6]=[C:7]([CH:19]1[CH2:24][CH2:23][N:22]([C:25](=[O:27])[CH3:26])[CH2:21][CH2:20]1)[CH2:8][P:9]([O:15]C(C)C)([O:11]C(C)C)=[O:10])[CH3:2].C(O)C>ClCCl>[CH2:1]([O:3][C:4](=[O:31])[CH:5]([NH2:28])[CH:6]=[C:7]([CH:19]1[CH2:20][CH2:21][N:22]([C:25](=[O:27])[CH3:26])[CH2:23][CH2:24]1)[CH2:8][P:9]([OH:15])([OH:11])=[O:10])[CH3:2]. Procedure: 3.15 g (6.84 mmol) of 4-(1-acetylpiperidin-4-yl)-5-diisopropylphosphono-2-formylamino-pent-3-enoic acid ethyl ester are dissolved in 17 ml of dichloromethane, and 3.54 ml (27.3 mmol) of trimethylbromossilane are added dropwise at room temperature. The mixture is left to stand room at temperature for 16 hours, 17 ml of ethanol are added dropwise, the mixture is left to stand for a further 18 hours and is concentrated by evaporation in a rotary evaporator, the residue is dissolved in 12 ml of etha...